This data is from the Open Reaction Database (ORD), a public repository of structured organic reaction records. The task is: describe an organic reaction: reactants, conditions, products, and yield Starting materials: [H-].[Al+3].[Li+].[H-].[H-].[H-] (lithium aluminum hydride), ClC=1C=C(OCC(CN=[N+]=[N-])O)C=CC1 (3-(3-chlorophenoxy)-2-hydroxypropylazide), O (water), [H-].[Al+3].[Li+].[H-].[H-].[H-] (lithium aluminum hydride). The solvent is O1CCCC1 (tetrahydrofuran). Conditions: time 1.5 hour. Yields the product ClC=1C=C(OCC(CN)O)C=CC1 (3-(3-Chlorophenoxy)-2-hydroxypropylamine). Isolated yield 43.4%. RXN SMILES: [H-].[Al+3].[Li+].[H-].[H-].[H-].[Cl:7][C:8]1[CH:9]=[C:10]([CH:19]=[CH:20][CH:21]=1)[O:11][CH2:12][CH:13]([OH:18])[CH2:14][N:15]=[N+]=[N-].O>O1CCCC1>[Cl:7][C:8]1[CH:9]=[C:10]([CH:19]=[CH:20][CH:21]=1)[O:11][CH2:12][CH:13]([OH:18])[CH2:14][NH2:15] |f:0.1.2.3.4.5|. Reported procedure: 0.19 g of lithium aluminum hydride was gradually added, whilst ice-cooling and under a stream of nitrogen gas, to a solution of 0.39 g of 3-(3-chlorophenoxy)-2-hydroxypropylazide (prepared as described in Preparation 12) in 5 ml of anhydrous tetrahydrofuran. The mixture was then stirred for a further 1.5 hours under the same conditions, after which excess lithium aluminum hydride was decomposed by adding water. Insolubles were then removed by filtration from the reaction mixture, using a Celite ... Reactants: COC(=O)C1CNCCC1CCCN1C(=O)COc2ccc(OC)cc21, CCO, Fc1ccc(F)c(C=CCCl)c1, [K+], [K+], O=C([O-])[O-]. The product is COC(=O)C1CN(CC=Cc2cc(F)ccc2F)CCC1CCCN1C(=O)COc2ccc(OC)cc21. As a reaction SMILES: [CH3:1][O:2][c:3]1[cH:4][cH:5][c:6]2[c:7]([cH:26]1)[N:8]([CH2:13][CH2:14][CH2:15][CH:16]1[CH:17]([C:22](=[O:23])[O:24][CH3:25])[CH2:18][NH:19][CH2:20][CH2:21]1)[C:9](=[O:12])[CH2:10][O:11]2.[CH3:45][CH2:46][OH:47].[Cl:33][CH2:34][CH:35]=[CH:36][c:37]1[c:38]([F:44])[cH:39][cH:40][c:41]([F:43])[cH:42]1.[K+:27].[K+:28].[O-:29][C:30]([O-:31])=[O:32]>>[CH3:1][O:2][c:3]1[cH:4][cH:5][c:6]2[c:7]([cH:26]1)[N:8]([CH2:13][CH2:14][CH2:15][CH:16]1[CH:17]([C:22](=[O:23])[O:24][CH3:25])[CH2:18][N:19]([CH2:34][CH:35]=[CH:36][c:37]3[c:38]([F:44])[cH:39][cH:40][c:41]([F:43])[cH:42]3)[CH2:20][CH2:21]1)[C:9](=[O:12])[CH2:10][O:11]2. Reactants: ClC1=CC=CC2=CC3=CC=CC(=C3C=C12)Cl (1,8-Dichloroanthracene), Cl[Sn](Cl)(Cl)Cl (SnCl4), N#N (N2), ClC1=CC=CC2=CC3=CC=CC(=C3C=C12)Cl (1,8-dichloroanthracene), ClCC(CCl)OC(CCl)CCl (1,1-dichloromethylmethylether), Cl (HCl). Solvent: O (H2O), C(Cl)Cl (CH2Cl2). Yields the product ClC1=CC=CC2=C(C3=CC=CC(=C3C=C12)Cl)C=O (4,5-dichloro-9-anthracenecarbaldehyde). The yield is 21.0%. As a reaction SMILES: [Cl:1][C:2]1[C:15]2[C:6](=[CH:7][C:8]3[C:13]([CH:14]=2)=[C:12]([Cl:16])[CH:11]=[CH:10][CH:9]=3)[CH:5]=[CH:4][CH:3]=1.N#N.Cl[Sn](Cl)(Cl)Cl.ClC[CH:26]([O:29]C(CCl)CCl)CCl.Cl>O.C(Cl)Cl>[Cl:1][C:2]1[C:15]2[C:6](=[C:7]([CH:26]=[O:29])[C:8]3[C:13]([CH:14]=2)=[C:12]([Cl:16])[CH:11]=[CH:10][CH:9]=3)[CH:5]=[CH:4][CH:3]=1. Procedure details: 1,8-Dichloroanthracene prepared by the method of H. O. House et. al. (J. Org. Chem. 38 1167 (1973)). A 3 L 3-neck flask fitted with overhead mechanical stirrer, thermometer, condenser, and N2 line was charged with 1,8-dichloroanthracene (17.3 g, 70 mmol) and CH2Cl2 (1500 mL). After further cooling with salt-ice bath to 5°, SnCl4 (Aldrich, 98%, 36.5 g, 0.14 mol, 16.4 mL), was added in one portion to the reaction. No temperature change occurred. The pot temperature was kept below 5°, and 1,1-dichl... Reactants: FC=1C(=NC(=NC1)O)N=CN(C)C (N′-(5-fluoro-2-hydroxypyrimidin-4-yl)-N,N-dimethylformamidine), C([O-])([O-])=O.[Cs+].[Cs+] (cesium carbonate), C(C(C)(C)C)(=O)OCCl (chloromethyl pivalate). The solvent is CN(C)C=O (DMF). Run at time 16 hour. Yields the product CN(C)C=NC1=NC(N(C=C1F)COC(C(C)(C)C)=O)=O (2,2-dimethylpropionic acid 4-(dimethylamino-methyleneamino)-5-fluoro-2-oxo-2H-pyrimidin-1-ylmethyl ester), solid. The yield is 23.0%. Reaction SMILES: [F:1][C:2]1[C:3]([N:9]=[CH:10][N:11]([CH3:13])[CH3:12])=[N:4][C:5]([OH:8])=[N:6][CH:7]=1.C(=O)([O-])[O-].[Cs+].[Cs+].[C:20]([O:26][CH2:27]Cl)(=[O:25])[C:21]([CH3:24])([CH3:23])[CH3:22]>CN(C=O)C>[CH3:12][N:11]([CH:10]=[N:9][C:3]1[C:2]([F:1])=[CH:7][N:6]([CH2:27][O:26][C:20](=[O:25])[C:21]([CH3:24])([CH3:23])[CH3:22])[C:5](=[O:8])[N:4]=1)[CH3:13] |f:1.2.3|. Reported procedure: To DMF (3 mL) were added N′-(5-fluoro-2-hydroxypyrimidin-4-yl)-N,N-dimethylformamidine (100 mg, 0.54 mmol), cesium carbonate (196 mg, 0.6 mmol), and chloromethyl pivalate (90 mg, 0.6 mmol), and the mixture was shaken at room temperature for 16 h. The mixture was partitioned between EtOAc and H2O. The organic phase was dried over MgSO4, filtered, and evaporated. To the resultant crude oil Et2O (3.5 mL) was added and a precipitate formed which was collected by filtration. The title compound was is...